This data is from the Open Reaction Database (ORD), a public repository of structured organic reaction records. The task is: describe an organic reaction: reactants, conditions, products, and yield The reactants are [N-]=C=O (isocyanate), ClCCOC=1C=C2C(N(C=NC2=CC1)C=1C=C(C(=O)O)C=CC1C)=O (3-[6-(2-chloroethoxy)-4-oxoquinazolin-3(4H)-yl]-4-methylbenzoic acid), CNC(C)C (N-methylisopropylamine), C(C)(C)N(C(C)C)CC (N,N-diisopropylethylamine). Run in C(Cl)Cl (methylene chloride), CC(=O)N(C)C (DMA). Run at time 16 hour. Product: C(C)(C)N(CCOC=1C=C2C(N(C=NC2=CC1)C=1C=C(C(=O)O)C=CC1C)=O)C (3-[6-{2-[isopropyl(methyl)amino]ethoxy}-4-oxoquinazolin-3(4H)-yl]-4-methylbenzoic acid). Reaction SMILES: Cl[CH2:2][CH2:3][O:4][C:5]1[CH:6]=[C:7]2[C:12](=[CH:13][CH:14]=1)[N:11]=[CH:10][N:9]([C:15]1[CH:16]=[C:17]([CH:21]=[CH:22][C:23]=1[CH3:24])[C:18]([OH:20])=[O:19])[C:8]2=[O:25].[CH3:26][NH:27][CH:28]([CH3:30])[CH3:29].C(N(CC)C(C)C)(C)C.[N-]=C=O>CC(N(C)C)=O.C(Cl)Cl>[CH:28]([N:27]([CH3:26])[CH2:2][CH2:3][O:4][C:5]1[CH:6]=[C:7]2[C:12](=[CH:13][CH:14]=1)[N:11]=[CH:10][N:9]([C:15]1[CH:16]=[C:17]([CH:21]=[CH:22][C:23]=1[CH3:24])[C:18]([OH:20])=[O:19])[C:8]2=[O:25])([CH3:30])[CH3:29]. Procedure details: To a stirred solution of 3-[6-(2-chloroethoxy)-4-oxoquinazolin-3(4H)-yl]-4-methylbenzoic acid (0.50 g), N-methylisopropylamine (0.58 ml), N,N-diisopropylethylamine (0.98 ml) and KI (0.47 g) in DMA (2 ml) was heated to 120° C. for 30 minutes in a microwave (Personal Chemistry Emrys Optimizer with 300 W magnetron). The reaction mixture was diluted with methylene chloride (20 ml), CombiZorb isocyanate resin (loading 1.03 mmol/g from Agilent) (6 g) added and stirred at room temperature for 16 hours.... The reactants are FC(C=1C=C(CN2N=C(C(=C2N)C#N)SC)C=CC1)(F)F (1-(3-trifluoromethylbenzyl)-3-methylmercapto-4-cyano-5-amino-pyrazole), ClC1=CC(=CC=C1)C(=O)OO (3-chloroperbenzoic acid). Solvent: C(Cl)(Cl)Cl (chloroform), C(Cl)(Cl)Cl (chloroform). Reaction conditions: time 15 hour. Product: FC(C=1C=C(CN2N=C(C(=C2N)C#N)S(=O)C)C=CC1)(F)F (1-(3-trifluoromethylbenzyl)-3-methylsulphinyl-4-cyano-5-amino-pyrazole). The yield is 77.5%. RXN SMILES: [F:1][C:2]([F:21])([F:20])[C:3]1[CH:4]=[C:5]([CH:17]=[CH:18][CH:19]=1)[CH2:6][N:7]1[C:11]([NH2:12])=[C:10]([C:13]#[N:14])[C:9]([S:15][CH3:16])=[N:8]1.ClC1C=CC=C(C(OO)=[O:30])C=1>C(Cl)(Cl)Cl>[F:21][C:2]([F:20])([F:1])[C:3]1[CH:4]=[C:5]([CH:17]=[CH:18][CH:19]=1)[CH2:6][N:7]1[C:11]([NH2:12])=[C:10]([C:13]#[N:14])[C:9]([S:15]([CH3:16])=[O:30])=[N:8]1. Reported procedure: 2.7 g of 1-(3-trifluoromethylbenzyl)-3-methylmercapto-4-cyano-5-amino-pyrazole are dissolved in 30 ml of chloroform. A mixture of 1.8 g of 3-chloroperbenzoic acid and 20 ml of chloroform are added dropwise to this solution at 20° C. and stirred for 15 hours. The mixture is subsequently washed with saturated sodium bicarbonate solution, 2% strength sodium thiosulphate solution, and again with saturated aqueous sodium bicarbonate solution. The organic phase is dried using anhydrous sodium sulphate... Reactants: C(C)(C)(C)OC(=O)N1CCC2=C(N(N=C2CC1C)C(C)C)OS(=O)(=O)C(F)(F)F (2-isopropyl-7-methyl-3-trifluoromethanesulfonyloxy-4,5,7,8-tetrahydro-2H-1,2,6-triaza-azulene-6-carboxylic acid tert-butyl ester), C1(=CC=CC=C1)B(O)O (phenylboronic acid), C(C)(C)N1N=C2CCNC(CC2=C1C1=CC=CC=C1)C (2-isopropyl-5-methyl-3-phenyl-2,4,5,6,7,8-hexahydro-1,2,6-triaza-azulene). The product is C(C)(C)N1N=C2CC(NCCC2=C1C1=CC=CC=C1)C (2-Isopropyl-7-methyl-3-phenyl-2,4,5,6,7,8-hexahydro-1,2,6-triaza-azulene). Yield: 64.3%. Reaction SMILES: C(OC([N:8]1[CH:17]([CH3:18])[CH2:16][C:15]2[C:11](=[C:12](OS(C(F)(F)F)(=O)=O)[N:13]([CH:19]([CH3:21])[CH3:20])[N:14]=2)[CH2:10][CH2:9]1)=O)(C)(C)C.[C:30]1(B(O)O)[CH:35]=[CH:34][CH:33]=[CH:32][CH:31]=1.C(N1C(C2C=CC=CC=2)=C2C(CCNC(C)C2)=N1)(C)C>>[CH:19]([N:13]1[C:12]([C:30]2[CH:35]=[CH:34][CH:33]=[CH:32][CH:31]=2)=[C:11]2[C:15]([CH2:16][CH:17]([CH3:18])[NH:8][CH2:9][CH2:10]2)=[N:14]1)([CH3:20])[CH3:21]. Procedure details: The title compound (102 mg) was prepared as in Example 263 using 260 mg of 2-isopropyl-7-methyl-3-trifluoromethanesulfonyloxy-4,5,7,8-tetrahydro-2H-1,2,6-triaza-azulene-6-carboxylic acid tert-butyl ester (as outlined in Example 308 replacing cyclopentyl hydrazine with isopropyl hydrazine) and 101 mg of phenylboronic acid. The reaction sequence also yielded 2-isopropyl-5-methyl-3-phenyl-2,4,5,6,7,8-hexahydro-1,2,6-triaza-azulene. MS (ESI): exact mass calculated for C17H23N3, 269.19. found, m/z 27... Reactants: C1(CC1)C(C/C=C/C(=O)OC)OCC=NO (Methyl (2E)-5-cyclopropyl-5-{[2-(hydroxyimino)ethyl]oxy}pent-2-enoate), C1(CC1)[C@H]1C[C@@H]2C(=NOC2)CO1 (rel-(3aR,5R)-5-cyclopropyl-3,3a,4,5-tetrahydro-7H-pyrano[3,4-c][1,2]oxazole). Yields the product C1(CC1)[C@H]1C[C@@H]2C(=NO[C@H]2C(=O)OC)CO1 (methyl rel-(3R,3aR,5R)-5-cyclopropyl-3,3a,4,5-tetrahydro-7H-pyrano[3,4-c][1,2]oxazole-3-carboxylate). Reaction SMILES: [CH:1]1([CH:4]([O:12][CH2:13][CH:14]=[N:15][OH:16])[CH2:5]/[CH:6]=[CH:7]/[C:8]([O:10][CH3:11])=[O:9])[CH2:3][CH2:2]1.C1([C@@H]2OCC3=NOC[C@@H]3C2)CC1>>[CH:1]1([C@@H:4]2[O:12][CH2:13][C:14]3=[N:15][O:16][C@@H:7]([C:8]([O:10][CH3:11])=[O:9])[C@@H:6]3[CH2:5]2)[CH2:2][CH2:3]1. Procedure: Methyl (2E)-5-cyclopropyl-5-{[2-(hydroxyimino)ethyl]oxy}pent-2-enoate (C35) was converted to the product using the method described for synthesis of rel-(3aR,5R)-5-cyclopropyl-3,3a,4,5-tetrahydro-7H-pyrano[3,4-c][1,2]oxazole (C18) in Example 2. The product was obtained as a solid; the indicated relative stereochemistry was assigned by analogy with C27 in Example 3. Yield: 3.30 g, 14.7 mmol, 95%. 1H NMR (400 MHz, CDCl3) δ 4.70 (br d, J=13.3 Hz, 1H), 4.61 (d, J=10.2 Hz, 1H), 4.13 (dd, J=13.3, 1.2 ... Reactants: BrC=1C=C(C=C(C1O)[N+](=O)[O-])C1C(=C(NC=2CC(CC(C12)=O)CCC)C)C#N (4-(3-bromo-4-hydroxy-5-nitro-phenyl)-2-methyl-5-oxo-7-propyl-1,4,5,6,7,8-hexahydro-quinoline-3-carbonitrile), C(C)(C)N(C(C)C)CC (N,N-diisopropylethylamine), COC1=C(C(=O)Cl)C=CC=C1 (2-methoxy-benzoyl chloride). Run in ClCCl (dichloromethane), ClCCl (dichloromethane). Conditions: time 4 hour. Product: BrC1=C(C(=CC(=C1)C1C(=C(NC=2CC(CC(C12)=O)CCC)C)C#N)[N+](=O)[O-])OC(C1=C(C=CC=C1)OC)=O (2-Methoxy-benzoic acid 2-bromo-4-(3-cyano-2-methyl-5-oxo-7-propyl-1,4,5,6,7,8-hexahydro-quinolin-4-yl)-6-nitro-phenyl ester). As a reaction SMILES: [Br:1][C:2]1[CH:3]=[C:4]([CH:12]2[C:21]3[C:20](=[O:22])[CH2:19][CH:18]([CH2:23][CH2:24][CH3:25])[CH2:17][C:16]=3[NH:15][C:14]([CH3:26])=[C:13]2[C:27]#[N:28])[CH:5]=[C:6]([N+:9]([O-:11])=[O:10])[C:7]=1[OH:8].C(N(CC)C(C)C)(C)C.[CH3:38][O:39][C:40]1[CH:48]=[CH:47][CH:46]=[CH:45][C:41]=1[C:42](Cl)=[O:43]>ClCCl>[Br:1][C:2]1[CH:3]=[C:4]([CH:12]2[C:21]3[C:20](=[O:22])[CH2:19][CH:18]([CH2:23][CH2:24][CH3:25])[CH2:17][C:16]=3[NH:15][C:14]([CH3:26])=[C:13]2[C:27]#[N:28])[CH:5]=[C:6]([N+:9]([O-:11])=[O:10])[C:7]=1[O:8][C:42](=[O:43])[C:41]1[CH:45]=[CH:46][CH:47]=[CH:48][C:40]=1[O:39][CH3:38]. Reported procedure: A mixture of 4-(3-bromo-4-hydroxy-5-nitro-phenyl)-2-methyl-5-oxo-7-propyl-1,4,5,6,7,8-hexahydro-quinoline-3-carbonitrile (200 mg), N,N-diisopropylethylamine (390 μl) and 2-methoxy-benzoyl chloride (53 μl) in dichloromethane (4 ml) was stirred for 4 h. The mixture was diluted with dichloromethane and washed with water. The organic layer was dried (MgSO4), filtered and concentrated in vacuo.